From a dataset of the Open Reaction Database (ORD), a public repository of structured organic reaction records. describe an organic reaction: reactants, conditions, products, and yield Starting materials: CC1=C(C=CC=C1)\C=C\[N+](=O)[O-] (1-methyl-2-((E)-2-nitro-vinyl)-benzene), COCN(C[Si](C)(C)C)CC1=CC=CC=C1 (N-(methoxymethyl)-N-(phenylmethyl)-N-(trimethylsilyl)methylamine), FC(C(=O)O)(F)F (trifluoroacetic acid). Solvent: C(Cl)Cl (CH2Cl2), C(Cl)Cl (CH2Cl2). Reaction conditions: temperature 25 celsius, time 30 minute. Yields the product C(C1=CC=CC=C1)N1CC(C(C1)C1=C(C=CC=C1)C)[N+](=O)[O-] (rac-(3S,4R)-1-Benzyl-3-nitro-4-o-tolyl-pyrrolidine). Isolated yield 20.6%. As a reaction SMILES: CO[CH2:3][N:4]([CH2:10][C:11]1[CH:16]=[CH:15][CH:14]=[CH:13][CH:12]=1)[CH2:5][Si](C)(C)C.[CH3:17][C:18]1[CH:23]=[CH:22][CH:21]=[CH:20][C:19]=1/[CH:24]=[CH:25]/[N+:26]([O-:28])=[O:27].FC(F)(F)C(O)=O>C(Cl)Cl>[CH2:10]([N:4]1[CH2:5][CH:24]([C:19]2[CH:20]=[CH:21][CH:22]=[CH:23][C:18]=2[CH3:17])[CH:25]([N+:26]([O-:28])=[O:27])[CH2:3]1)[C:11]1[CH:16]=[CH:15][CH:14]=[CH:13][CH:12]=1. Procedure details: A solution of N-(methoxymethyl)-N-(phenylmethyl)-N-(trimethylsilyl)methylamine (3.93 g, 16.55 mmol) in CH2Cl2 (60 ml) was added drop wise, over a 30 minutes period, to a stirred solution of 1-methyl-2-((E)-2-nitro-vinyl)-benzene (2.70 g, 16.55 mmol) and trifluoroacetic acid (0.13 ml, 1.65 mmol) in CH2Cl2 (30 ml) at 0° C. The ice bath was removed, and the solution was stirred at 25° C. for an additional 48 h. It was then concentrated and purification by flash chromatography (SiO2, EtOAc/H 1:6) af... Reactants: C(C1=CC=CC=C1)OC(=O)N1[C@H](CCC1)CC1=CNC2=CC=C(C=C12)C1=CC(=CC=C1)CO (3-(1-Benzyloxycarbonylpyrrolidin-2(R)-ylmethyl)-5-(3-hydroxymethylphenyl)-1H-indole), C(C)(=O)Cl (acetyl chloride). Solvent: C(C)O (ethanol). Yields the product OCC=1C=C(C=CC1)C=1C=C2C(=CNC2=CC1)C[C@@H]1NCCC1 (5-(3-Hydroxymethylphenyl)-3-(pyrrolidin-2(R)-ylmethyl)-1H-indole). Yield: 63.8%. As a reaction SMILES: C(OC([N:11]1[CH2:15][CH2:14][CH2:13][C@@H:12]1[CH2:16][C:17]1[C:25]2[C:20](=[CH:21][CH:22]=[C:23]([C:26]3[CH:31]=[CH:30][CH:29]=[C:28]([CH2:32][OH:33])[CH:27]=3)[CH:24]=2)[NH:19][CH:18]=1)=O)C1C=CC=CC=1.C(Cl)(=O)C>C(O)C>[OH:33][CH2:32][C:28]1[CH:27]=[C:26]([C:23]2[CH:24]=[C:25]3[C:20](=[CH:21][CH:22]=2)[NH:19][CH:18]=[C:17]3[CH2:16][C@H:12]2[CH2:13][CH2:14][CH2:15][NH:11]2)[CH:31]=[CH:30][CH:29]=1. Reported procedure: 3-(1-Benzyloxycarbonylpyrrolidin-2(R)-ylmethyl)-5-(3-hydroxymethylphenyl)-1H-indole (1.030 g, 2.316 mmol) (see Preparation 38) in ethanol was reduced using catalytic hydrogenation as described in Example 35 except that no acetyl chloride was used in the reaction. This gave the title compound as an off-white foam (453 mg). Found: C,72.36; H,6.76; N,8.20; C20H22N2O.3/8CH2Cl2 requires: C,72.35; H,6.78; N,8.28%. Reactants: CC(Cl)c1cccnc1, OC1C(OCC1(C)C)=O. Reagents/catalysts: O=C([O-])[O-].[Cs+].[Cs+] (cesium carbonate), [I-].[K+] (potassium iodide). Run in CN(C)C=O (DMF), CN(C)C=O (dmf), CN(C)C=O (DMF). Reaction conditions: temperature 70 celsius, time 16 hour. Yields the product O=C(OCC%29(C)C)C%29OC(C)C%30=CC=CN=C%30. The reactants are N1C=NC=2C(=NC=3C=CC=CC3C21)N (1H-imidazo[4,5-c]quinolin-4-amine), C(C#C)Br (propargyl bromide). Product: C(C#C)N1C=NC=2C(=NC=3C=CC=CC3C21)N (1-(2-propynyl)-1H-imidazo[4,5-c]quinolin-4-amine). Yield: 15.8%. Reaction SMILES: [NH:1]1[C:13]2[C:12]3[CH:11]=[CH:10][CH:9]=[CH:8][C:7]=3[N:6]=[C:5]([NH2:14])[C:4]=2[N:3]=[CH:2]1.[CH2:15](Br)[C:16]#[CH:17]>>[CH2:17]([N:1]1[C:13]2[C:12]3[CH:11]=[CH:10][CH:9]=[CH:8][C:7]=3[N:6]=[C:5]([NH2:14])[C:4]=2[N:3]=[CH:2]1)[C:16]#[CH:15]. Procedure: Using the general method of Example 1, 2.1 g of 1H-imidazo[4,5-c]quinolin-4-amine was reacted with 1.7 g of propargyl bromide to provide 0.4 g of 1-(2-propynyl)-1H-imidazo[4,5-c]quinolin-4-amine, m.p. 220°-222° C. The structure was confirmed by nuclear magnetic resonance spectroscopy. Analysis: Calculated for C13H10N4 : % C, 70.3; % H, 4.5; % N, 25.2; Found: % C, 70.5; % H, 4.6; % N, 25.4. Starting materials: OBO, COc1cc2c(cc1Br)C(c1cccc(C#N)c1)=NCC(=O)N2C, OB(O)c1ccc(F)cc1, c1ccccc1. Product: COc1cc2c(cc1-c1ccc(F)cc1)C(c1cccc(C#N)c1)=NCC(=O)N2C. As a reaction SMILES: [BH:25]([OH:26])[OH:27].[Br:1][c:2]1[cH:3][c:4]2[c:5]([cH:21][c:22]1[O:23][CH3:24])[N:6]([CH3:20])[C:7](=[O:19])[CH2:8][N:9]=[C:10]2[c:11]1[cH:12][c:13]([C:14]#[N:15])[cH:16][cH:17][cH:18]1.[F:34][c:35]1[cH:36][cH:37][c:38]([B:41]([OH:42])[OH:43])[cH:39][cH:40]1.[cH:28]1[cH:29][cH:30][cH:31][cH:32][cH:33]1>>[c:2]1(-[c:38]2[cH:37][cH:36][c:35]([F:34])[cH:40][cH:39]2)[cH:3][c:4]2[c:5]([cH:21][c:22]1[O:23][CH3:24])[N:6]([CH3:20])[C:7](=[O:19])[CH2:8][N:9]=[C:10]2[c:11]1[cH:12][c:13]([C:14]#[N:15])[cH:16][cH:17][cH:18]1.